From a dataset of the Open Reaction Database (ORD), a public repository of structured organic reaction records. describe an organic reaction: reactants, conditions, products, and yield Reactants: O[C@@H]1CC2=CC=C3[C@@H]4CCC([C@@]4(C)CC[C@@H]3[C@]2(CC1)C)=O ((3β)-3-hydroxy-androsta-5,7-dien-17-one), N1C=NC=C1 (imidazole), C[Si](C(C)(C)C(C)C)(C)Cl (dimethylthexylsilyl chloride). Run in ClCCl (dichloromethane). Run at temperature 3 celsius, time 8 hour. Yields the product CC(C(C)C)(C)[Si](O[C@@H]1CC2=CC=C3[C@@H]4CCC([C@@]4(C)CC[C@@H]3[C@]2(CC1)C)=O)(C)C ((3β)-3-[[(1,1,2-trimethylpropyl)dimethylsilyl]oxy]androsta-5,7-dien-17-one). The yield is 82.6%. RXN SMILES: [OH:1][C@H:2]1[CH2:19][CH2:18][C@@:17]2([CH3:20])[C:4](=[CH:5][CH:6]=[C:7]3[C@@H:16]2[CH2:15][CH2:14][C@@:12]2([CH3:13])[C@H:8]3[CH2:9][CH2:10][C:11]2=[O:21])[CH2:3]1.N1C=CN=C1.[CH3:27][Si:28](Cl)([CH3:35])[C:29]([CH:32]([CH3:34])[CH3:33])([CH3:31])[CH3:30]>ClCCl>[CH3:30][C:29]([Si:28]([CH3:35])([CH3:27])[O:1][C@H:2]1[CH2:19][CH2:18][C@@:17]2([CH3:20])[C:4](=[CH:5][CH:6]=[C:7]3[C@@H:16]2[CH2:15][CH2:14][C@@:12]2([CH3:13])[C@H:8]3[CH2:9][CH2:10][C:11]2=[O:21])[CH2:3]1)([CH3:31])[CH:32]([CH3:34])[CH3:33]. Procedure details: After a mixture of 149.9 g (523 mmol) (3β)-3-hydroxy-androsta-5,7-dien-17-one and 56.9 g (836 mmol) imidazole in 500 mL of dichloromethane was cooled to 3° C., 144 mL (732 mmol) dimethylthexylsilyl chloride was added dropwise over 90 min, keeping the temperature below 6° C. After stirring at room temperature overnight, the mixture was washed with 500 mL of water, and the aqueous layer was back-extracted with 200 mL of dichloromethane. The combined organic layers were washed with 500 mL of satura... Starting materials: N1=C(C=CC=C1)NC1=C(C=CC=C1)N (N-(2-pyridyl)-o-phenylenediamine), COC=1C=C(C=CC(=O)Cl)C=CC1OC (3,4-dimethoxycinnamoyl chloride), C(C(=O)O)(=O)O (oxalic acid), N1=C(C=CC=C1)N1C(=NC2=C1C=CC=C2)\C=C\C2=CC=CC=C2 ((E)-1-(2-pyridyl)-2-styryl-1H-benzimidazole). Solvent: C(C)(=O)OCC (ethyl acetate). Yields the product C(C(=O)O)(=O)O.COC=1C=C(/C=C/C2=NC3=C(N2C2=NC=CC=C2)C=CC=C3)C=CC1OC ((E)-3 4-Dimethoxystyryl-1-(2-pyridyl)-1H-benzimidazole oxalate). As a reaction SMILES: [N:1]1[CH:6]=[CH:5][CH:4]=[CH:3][C:2]=1[NH:7][C:8]1[CH:13]=[CH:12][CH:11]=[CH:10][C:9]=1[NH2:14].[CH3:15][O:16][C:17]1[CH:18]=[C:19]([CH:25]=[CH:26][C:27]=1[O:28][CH3:29])[CH:20]=[CH:21][C:22](Cl)=O.N1C=CC=CC=1N1C2C=CC=CC=2N=C1/C=C/C1C=CC=CC=1.[C:53]([OH:58])(=[O:57])[C:54]([OH:56])=[O:55]>C(OCC)(=O)C>[C:53]([OH:58])(=[O:57])[C:54]([OH:56])=[O:55].[CH3:15][O:16][C:17]1[CH:18]=[C:19]([CH:25]=[CH:26][C:27]=1[O:28][CH3:29])/[CH:20]=[CH:21]/[C:22]1[N:7]([C:2]2[CH:3]=[CH:4][CH:5]=[CH:6][N:1]=2)[C:8]2[CH:13]=[CH:12][CH:11]=[CH:10][C:9]=2[N:14]=1 |f:5.6|. Procedure details: Free base of the titled compound was prepared from N-(2-pyridyl)-o-phenylenediamine and 3,4-dimethoxycinnamoyl chloride (Ramamurthy, B.; Sugumaran, M. Synthesis, 1987, 523) according to the preparation of (E)-1-(2-pyridyl)-2-styryl-1H-benzimidazole (Example 1, method A). The free base and oxalic acid were dissolved into ethyl acetate. Concentration and recrystallization from ethyl acetate/n-hexane yielded the titled compound. MW: 447.45; mp: 178.0-179.0° C.; 1H-NMR (DMSO) δ: 8.79-8.76 (1H, m), 8... The reactants are C(C1=CC=CC=C1)OCN1C=CC=2C1=NC=CC2OC2=CC=C(N)C=C2 (4-(1-Benzyloxymethyl-1H-pyrrolo[2,3-b]pyridin-4-yloxy)aniline). Reagents/catalysts: [C].[Pd] (palladium carbon). Run in CO (methanol), Cl (hydrochloric acid). Reaction conditions: temperature 50 celsius, time 7 hour. The product is N1C=CC=2C1=NC=CC2OC2=CC=C(N)C=C2 (4-(1H-pyrrolo[2,3-b]pyridin-4-yloxy)aniline). Yield: 75.3%. As a reaction SMILES: C(OC[N:10]1[C:14]2=[N:15][CH:16]=[CH:17][C:18]([O:19][C:20]3[CH:26]=[CH:25][C:23]([NH2:24])=[CH:22][CH:21]=3)=[C:13]2[CH:12]=[CH:11]1)C1C=CC=CC=1>CO.Cl.[C].[Pd]>[NH:10]1[C:14]2=[N:15][CH:16]=[CH:17][C:18]([O:19][C:20]3[CH:26]=[CH:25][C:23]([NH2:24])=[CH:22][CH:21]=3)=[C:13]2[CH:12]=[CH:11]1 |f:3.4|. Procedure details: 4-(1-Benzyloxymethyl-1H-pyrrolo[2,3-b]pyridin-4-yloxy)aniline (21.3 g, 61.7 mmol) was dissolved in methanol (300 mL) and 10 N hydrochloric acid (20 mL), and palladium carbon (10%, 800 mg) was added thereto. The resulting mixture was stirred under a hydrogen atmosphere at 50° C. for 7 hours. The catalyst was removed by celite filtration, and the resulting methanol solution was concentrated. The residue was added to THF (500 mL) and a 5 N sodium hydroxide aqueous solution (100 mL), and the resulti...